From a dataset of the Open Reaction Database (ORD), a public repository of structured organic reaction records. describe an organic reaction: reactants, conditions, products, and yield Starting materials: C(=O)(OCC)C=1NC(=C(C1CC(C)C)C)C (2-Carbethoxy-3-isobutyl-4,5-dimethyl-pyrrole), C=O (paraformaldehye). The product is CC=1NC(=C(C1CC(C)C)C)C (2,4,5-trimethyl-3-isobutyl pyrrole). RXN SMILES: [C:1]([C:6]1[NH:7][C:8]([CH3:16])=[C:9]([CH3:15])[C:10]=1[CH2:11][CH:12]([CH3:14])[CH3:13])(OCC)=O.C=O>>[CH3:1][C:6]1[NH:7][C:8]([CH3:16])=[C:9]([CH3:15])[C:10]=1[CH2:11][CH:12]([CH3:14])[CH3:13]. Reported procedure: 2-Carbethoxy-3-isobutyl-4,5-dimethyl-pyrrole was reductively alkylated with paraformaldehye to yield 2,4,5-trimethyl-3-isobutyl pyrrole. ##STR107## Reactants: C(C1=CC=CC=C1)OC([C@H](CC1=CC=C(C=C1)OCCCF)NC(=O)[C@H]1N(CCCC1)S(=O)(=O)C1=CC(=CC=C1)F)=O ((S)-2-{[(S)-1-(3-fluoro-benzenesulfonyl)-piperidine-2-carbonyl]-amino}-3-[4-(3-fluoro-propoxy)-phenyl]-propionic acid benzyl ester), C(C1=CC=CC=C1)OC([C@H](CC1=CC=C(C=C1)OCCCF)NC(=O)[C@H]1N(CCCC1)S(=O)(=O)C1=CC(=CC=C1)F)=O ((S)-2-{[(S)-1-(3-fluoro-benzenesulfonyl)-piperidine-2-carbonyl]-amino}-3-[4-(3-fluoro-propoxy)-phenyl]-propionic acid benzyl ester). Reagents/catalysts: [Pd] (Pd on carbon). Run in C(C)O (ethanol). Conditions: time 3 hour. Product: FC=1C=C(C=CC1)S(=O)(=O)N1[C@@H](CCCC1)C(=O)N[C@H](C(=O)O)CC1=CC=C(C=C1)OCCCF ((S)-2-{[(S)-1-(3-Fluoro-benzenesulfonyl)-piperidine-2-carbonyl]-amino}-3-[4-(3-fluoropropoxy)-phenyl]-propionic acid). Isolated yield 65.7%. Reaction SMILES: C([O:8][C:9](=[O:42])[C@@H:10]([NH:23][C:24]([C@@H:26]1[CH2:31][CH2:30][CH2:29][CH2:28][N:27]1[S:32]([C:35]1[CH:40]=[CH:39][CH:38]=[C:37]([F:41])[CH:36]=1)(=[O:34])=[O:33])=[O:25])[CH2:11][C:12]1[CH:17]=[CH:16][C:15]([O:18][CH2:19][CH2:20][CH2:21][F:22])=[CH:14][CH:13]=1)C1C=CC=CC=1>[Pd].C(O)C>[F:41][C:37]1[CH:36]=[C:35]([S:32]([N:27]2[CH2:28][CH2:29][CH2:30][CH2:31][C@H:26]2[C:24]([NH:23][C@@H:10]([CH2:11][C:12]2[CH:17]=[CH:16][C:15]([O:18][CH2:19][CH2:20][CH2:21][F:22])=[CH:14][CH:13]=2)[C:9]([OH:42])=[O:8])=[O:25])(=[O:34])=[O:33])[CH:40]=[CH:39][CH:38]=1. Procedure: To a mixture of (S)-2-{[(S)-1-(3-fluoro-benzenesulfonyl)-piperidine-2-carbonyl]-amino}-3-[4-(3-fluoro-propoxy)-phenyl]-propionic acid benzyl ester (1.9 g, 3.1 mmol) (compound 18a), ethanol (50 mL), and 10% Pd on carbon was hydrogenated at 30 psi for 3 h. The suspension was filtered through Celite®, washed with dichloromethane and the filtrate concentrated. The resulting oil was chromatographed (dichloromethane/methanol, 9/1) on silica gel to provide 1.04 g (64.7%) of the title compound as a whit... The reactants are BrC=1C=CC(=NC1)OC1=CC=C(C=O)C=C1 (4-(5-bromo-pyridin-2-yloxy)-benzaldehyde), C(CC(C)C)N (isoamylamine), C(C)(=O)O[BH-](OC(C)=O)OC(C)=O.[Na+] (sodium triacetoxyborohydride). The solvent is ClCCl (dichloromethane). The product is BrC=1C=CC(=NC1)OC1=CC=C(CNCCC(C)C)C=C1 ([4-(5-bromo-pyridin-2-yloxy)-benzyl]-(3-methyl-butyl)-amine). RXN SMILES: [Br:1][C:2]1[CH:3]=[CH:4][C:5]([O:8][C:9]2[CH:16]=[CH:15][C:12]([CH:13]=O)=[CH:11][CH:10]=2)=[N:6][CH:7]=1.[CH2:17]([NH2:22])[CH2:18][CH:19]([CH3:21])[CH3:20].C(O[BH-](OC(=O)C)OC(=O)C)(=O)C.[Na+]>ClCCl>[Br:1][C:2]1[CH:3]=[CH:4][C:5]([O:8][C:9]2[CH:16]=[CH:15][C:12]([CH2:13][NH:22][CH2:17][CH2:18][CH:19]([CH3:21])[CH3:20])=[CH:11][CH:10]=2)=[N:6][CH:7]=1 |f:2.3|. Reported procedure: As shown in scheme 7,4-Hydroxybenzaldehyde is treated with potassium carbonate and 2,5-dibromopyridine in DMAC to afford 4-(5-bromo-pyridin-2-yloxy)-benzaldehyde (35). The aldehyde 35 is combined with isoamylamine, sodium triacetoxyborohydride, acectic acid, and dichloromethane to yield the reductive amination product [4-(5-bromo-pyridin-2-yloxy)-benzyl]-(3-methyl-butyl)-amine (36). The resulting aryl bromide 36 is treated with acetamide, copper iodide, and 1,2 diaminocyclohexane in dioxane to y... The reactants are C(C)OC(=O)C1=NNC(=C1)C(=O)OCC (1H-Pyrazole-3,5-dicarboxylic acid diethyl ester), suspension, [H-].[Na+] (NaH), BrCC(=O)NC1=NC=C(C=C1)Cl (2-Bromo-N-(5-chloro-pyridin-2-yl)-acetamide). Run in CN(C)C=O (DMF). Run at time 15 minute. Product: C(C)OC(=O)C1=NN(C(=C1)C(=O)OCC)CC(NC1=NC=C(C=C1)Cl)=O (1-[(5-Chloro-pyridin-2-ylcarbamoyl)-methyl]-1H-pyrazole-3,5-dicarboxylic acid diethyl ester). Reaction SMILES: [CH2:1]([O:3][C:4]([C:6]1[CH:10]=[C:9]([C:11]([O:13][CH2:14][CH3:15])=[O:12])[NH:8][N:7]=1)=[O:5])[CH3:2].[H-].[Na+].Br[CH2:19][C:20]([NH:22][C:23]1[CH:28]=[CH:27][C:26]([Cl:29])=[CH:25][N:24]=1)=[O:21]>CN(C=O)C>[CH2:14]([O:13][C:11]([C:9]1[CH:10]=[C:6]([C:4]([O:3][CH2:1][CH3:2])=[O:5])[N:7]([CH2:19][C:20](=[O:21])[NH:22][C:23]2[CH:28]=[CH:27][C:26]([Cl:29])=[CH:25][N:24]=2)[N:8]=1)=[O:12])[CH3:15] |f:1.2|. Reported procedure: To a solution of 10 g 1H-Pyrazole-3,5-dicarboxylic acid diethyl ester in 200 ml absolute DMF 1.885 g of a 60% suspension of NaH in mineral oil were added in an argon atmosphere. The mixture was stirred for 15 min at RT. 11.76 g 2-Bromo-N-(5-chloro-pyridin-2-yl)-acetamide were added and the mixture stirred for 2 h at RT. After concentration in vacuo the residue was purified by chromatography on silica gel using CH2Cl2/ethylacetate=8/2. The fractions containing the product were evaporated. Yield: ...